From a dataset of the Open Reaction Database (ORD), a public repository of structured organic reaction records. describe an organic reaction: reactants, conditions, products, and yield Starting materials: NC1=C(C=CC(=C1)N1CCN(CC1)CC)NC1=CC(=NC=N1)N(C(=O)NC1=C(C(=CC(=C1Cl)OC)OC)Cl)C (1-(6-(2-amino-4-(4-ethylpiperazin-1-yl)phenylamino)pyrimidin-4-yl)-3-(2,6-dichloro-3,5-dimethoxyphenyl)-1-methylurea), C(C=C)(=O)Cl (acryloyl chloride), C1CCOC1 (THF). The solvent is CO (MeOH). Reaction conditions: time 1 hour. Product: ClC1=C(C(=C(C=C1OC)OC)Cl)NC(N(C)C1=CC(=NC=N1)NC1=C(C=C(C=C1)N1CCN(CC1)CC)NC(C=C)=O)=O (N-(2-(6-(3-(2,6-Dichloro-3,5-dimethoxyphenyl)-1-methylureido)pyrimidin-4-ylamino)-5-(4-ethylpiperazin-1-yl)phenyl)acrylamide). The yield is 7.0%. RXN SMILES: [NH2:1][C:2]1[CH:7]=[C:6]([N:8]2[CH2:13][CH2:12][N:11]([CH2:14][CH3:15])[CH2:10][CH2:9]2)[CH:5]=[CH:4][C:3]=1[NH:16][C:17]1[N:22]=[CH:21][N:20]=[C:19]([N:23]([CH3:39])[C:24]([NH:26][C:27]2[C:32]([Cl:33])=[C:31]([O:34][CH3:35])[CH:30]=[C:29]([O:36][CH3:37])[C:28]=2[Cl:38])=[O:25])[CH:18]=1.[C:40](Cl)(=[O:43])[CH:41]=[CH2:42].C1COCC1>CO>[Cl:38][C:28]1[C:29]([O:36][CH3:37])=[CH:30][C:31]([O:34][CH3:35])=[C:32]([Cl:33])[C:27]=1[NH:26][C:24](=[O:25])[N:23]([C:19]1[N:20]=[CH:21][N:22]=[C:17]([NH:16][C:3]2[CH:4]=[CH:5][C:6]([N:8]3[CH2:9][CH2:10][N:11]([CH2:14][CH3:15])[CH2:12][CH2:13]3)=[CH:7][C:2]=2[NH:1][C:40](=[O:43])[CH:41]=[CH2:42])[CH:18]=1)[CH3:39]. Procedure details: To a solution of 1-(6-(2-amino-4-(4-ethylpiperazin-1-yl)phenylamino)pyrimidin-4-yl)-3-(2,6-dichloro-3,5-dimethoxyphenyl)-1-methylurea (280 mg, purity: 90%, 0.44 mmol) in THE (30 mL) was added a solution of acryloyl chloride in THF (20 mg/mL, 2 mL, 0.44 mmol) at −10° C., and the resulting mixture was stirred for 1 hour at this temperature. MeOH (1 mL) was added to quench the reaction. The mixture was concentrated and the residue was purified by prep-HPLC and prep-TLC to obtain the title compound ...